Task: describe an organic reaction: reactants, conditions, products, and yield. Dataset: the Open Reaction Database (ORD), a public repository of structured organic reaction records Starting materials: CC(=O)C=1C=CC(=CC1O)O (2,4-dihydroxy acetophenone), N1CCCC1 (pyrrolidine), CC(=O)C (acetone). Run in C1(=CC=CC=C1)C (toluene). Product: OC1=CC=C2C(CC(OC2=C1)(C)C)=O (7-hydroxy-2,2-dimethylchroman-4-one). Isolated yield 33.8%. RXN SMILES: [CH3:1][C:2]([C:4]1[CH:5]=[CH:6][C:7]([OH:11])=[CH:8][C:9]=1[OH:10])=[O:3].N1C[CH2:15][CH2:14][CH2:13]1.CC(C)=O>C1(C)C=CC=CC=1>[OH:11][C:7]1[CH:8]=[C:9]2[C:4]([C:2](=[O:3])[CH2:1][C:14]([CH3:15])([CH3:13])[O:10]2)=[CH:5][CH:6]=1. Procedure: To a solution of 2,4-dihydroxy acetophenone (6.00 g, 39.4 mmol) and pyrrolidine (15.0 mL, 181 mmol) in toluene (200 mL), acetone (22.9 g, 394 mmol) was added. After heated to reflux for 16 hrs, the solvents were removed and the residue was added HCl (2.0 N, 100 mL) and brine (200 mL) then the mixture was extracted with EtOAc (150×5 mL). The combined organic layers were washed with brine, dried over Na2SO4, filtered and concentrated. The crude product was purified by SGC (eluting with petroleum e... The reactants are CCO, CCOC(=O)c1ccc(CC(C)C)c(Cl)c1, [Na+], [OH-]. Yields the product CC(C)Cc1ccc(C(=O)O)cc1Cl. Reaction SMILES: [CH3:19][CH2:20][OH:21].[Cl:1][c:2]1[cH:3][c:4]([C:5](=[O:6])[O:7][CH2:8][CH3:9])[cH:10][cH:11][c:12]1[CH2:13][CH:14]([CH3:15])[CH3:16].[Na+:18].[OH-:17]>>[Cl:1][c:2]1[cH:3][c:4]([C:5](=[O:6])[OH:7])[cH:10][cH:11][c:12]1[CH2:13][CH:14]([CH3:15])[CH3:16]. Reactants: O=C([O-])[O-], CN(C)C=O, ClCCN1CCOCC1, Cl, [K+], [K+], O=[N+]([O-])c1ccc(O)cc1[N+](=O)[O-]. Product: O=[N+]([O-])c1ccc(OCCN2CCOCC2)cc1[N+](=O)[O-]. RXN SMILES: [C:24](=[O:25])([O-:26])[O-:27].[CH3:30][N:31]([CH3:32])[CH:33]=[O:34].[Cl:15][CH2:16][CH2:17][N:18]1[CH2:19][CH2:20][O:21][CH2:22][CH2:23]1.[ClH:14].[K+:28].[K+:29].[OH:1][c:2]1[cH:3][cH:4][c:5]([N+:11]([O-:12])=[O:13])[c:6]([N+:8]([O-:9])=[O:10])[cH:7]1>>[O:1]([c:2]1[cH:3][cH:4][c:5]([N+:11]([O-:12])=[O:13])[c:6]([N+:8]([O-:9])=[O:10])[cH:7]1)[CH2:16][CH2:17][N:18]1[CH2:19][CH2:20][O:21][CH2:22][CH2:23]1.